Dataset: the Open Reaction Database (ORD), a public repository of structured organic reaction records. Task: describe an organic reaction: reactants, conditions, products, and yield The reactants are COc1cc(OC)nc(S(C)(=O)=O)n1, CN(C)C=O, [Cl-], [H-], [NH4+], [Na+], C=CCOC(=O)c1c(O)cccc1O. Yields the product C=CCOC(=O)c1c(O)cccc1Oc1nc(OC)cc(OC)n1. As a reaction SMILES: [CH3:17][O:18][c:19]1[n:20][c:21]([S:27]([CH3:28])(=[O:29])=[O:30])[n:22][c:23]([O:25][CH3:26])[cH:24]1.[CH3:33][N:34]([CH3:35])[CH:36]=[O:37].[Cl-:31].[H-:15].[NH4+:32].[Na+:16].[OH:1][c:2]1[c:3]([C:4](=[O:5])[O:6][CH2:7][CH:8]=[CH2:9])[c:10]([OH:14])[cH:11][cH:12][cH:13]1>>[OH:1][c:2]1[c:3]([C:4](=[O:5])[O:6][CH2:7][CH:8]=[CH2:9])[c:10]([O:14][c:21]2[n:20][c:19]([O:18][CH3:17])[cH:24][c:23]([O:25][CH3:26])[n:22]2)[cH:11][cH:12][cH:13]1. The reactants are C(#N)C1=CN(C=2N=C(N=C(C21)OC2CC(C2)NC(OC(C)(C)C)=O)NC=2C=NN(C2)C)COCC[Si](C)(C)C (tert-butyl {3-[(5-cyano-2-[(1-methyl-1H-pyrazol-4-yl)amino]-7-{[2-(trimethylsilyl)ethoxy]methyl}-7H-pyrrolo[2,3-d]pyrimidin-4-yl)oxy]cyclobutyl}carbamate), Cl (HCl). The solvent is C(Cl)Cl (DCM). Run at time 20 hour. Yields the product NC1CC(C1)OC=1C2=C(N=C(N1)NC=1C=NN(C1)C)N(C=C2C#N)COCC[Si](C)(C)C (4-[(3-aminocyclobutyl)oxy]-2-[(1-methyl-1H-pyrazol-4-yl)amino]-7-{[2-(trimethylsilyl)ethoxy]methyl}-7H-pyrrolo[2,3-d]pyrimidine-5-carbonitrile). Isolated yield 98.3%. Reaction SMILES: [C:1]([C:3]1[C:11]2[C:10]([O:12][CH:13]3[CH2:16][CH:15]([NH:17]C(=O)OC(C)(C)C)[CH2:14]3)=[N:9][C:8]([NH:25][C:26]3[CH:27]=[N:28][N:29]([CH3:31])[CH:30]=3)=[N:7][C:6]=2[N:5]([CH2:32][O:33][CH2:34][CH2:35][Si:36]([CH3:39])([CH3:38])[CH3:37])[CH:4]=1)#[N:2].Cl>C(Cl)Cl>[NH2:17][CH:15]1[CH2:14][CH:13]([O:12][C:10]2[C:11]3[C:3]([C:1]#[N:2])=[CH:4][N:5]([CH2:32][O:33][CH2:34][CH2:35][Si:36]([CH3:39])([CH3:38])[CH3:37])[C:6]=3[N:7]=[C:8]([NH:25][C:26]3[CH:27]=[N:28][N:29]([CH3:31])[CH:30]=3)[N:9]=2)[CH2:16]1. Procedure: To a solution of tert-butyl {3-[(5-cyano-2-[(1-methyl-1H-pyrazol-4-yl)amino]-7-{[2-(trimethylsilyl)ethoxy]methyl}-7H-pyrrolo[2,3-d]pyrimidin-4-yl)oxy]cyclobutyl}carbamate (cis:trans (1:1), 470 mg, 0.85 mmol) in DCM (20 mL) was added HCl (0.85 mL of 4 M in 1,4-dioxane, 3.4 mmol). After 20 hrs, the volatiles were removed and the reaction mixture was partitioned between DCM (50 mL) and saturated aqueous NaHCO3 (20 mL). The organic layer was separated, dried over Na2SO4 and evaporated to give the ti... The reactants are C([O-])([O-])=O.[K+].[K+] (potassium carbonate), Cl.Cl.N[C@@H]1CC[C@H](CC1)CCN1C[C@@H]2[C@@H](C1)C=1C=C(C=CC1OC2)C#N ((3aS,9bR)-2-[2-(trans-4-Aminocyclohexyl)ethyl]-1,2,3,3a,4,9b-hexahydrochromeno[3,4-c]pyrrole-8-carbonitrile dihydrochloride), Cl (HCl), C(#N)[BH3-].[Na+] (sodium cyanoborohydride), C=O (formaldehyde). Solvent: CO (methanol), C(C)O (ethanol), C(C)(=O)O (acetic acid), O (water). Conditions: time 4 hour. Yields the product Cl.Cl.CN([C@@H]1CC[C@H](CC1)CCN1C[C@@H]2[C@@H](C1)C=1C=C(C=CC1OC2)C#N)C ((3aS,9bR)-2-{2-[trans-4-(Dimethylamino)cyclohexyl]ethyl}-1,2,3,3a,4,9b-hexahydrochromeno[3,4-c]pyrrole-8-carbonitrile dihydrochloride). RXN SMILES: [ClH:1].Cl.N[C@H:4]1[CH2:9][CH2:8][C@H:7]([CH2:10][CH2:11][N:12]2[CH2:16][C@H:15]3[C:17]4[CH:18]=[C:19]([C:25]#[N:26])[CH:20]=[CH:21][C:22]=4[O:23][CH2:24][C@@H:14]3[CH2:13]2)[CH2:6][CH2:5]1.[C:27]([BH3-])#[N:28].[Na+].C=O.[C:33](=O)([O-])[O-].[K+].[K+].Cl>CO.O.C(O)C.C(O)(=O)C>[ClH:1].[ClH:1].[CH3:33][N:28]([CH3:27])[C@H:4]1[CH2:9][CH2:8][C@H:7]([CH2:10][CH2:11][N:12]2[CH2:16][C@H:15]3[C:17]4[CH:18]=[C:19]([C:25]#[N:26])[CH:20]=[CH:21][C:22]=4[O:23][CH2:24][C@@H:14]3[CH2:13]2)[CH2:6][CH2:5]1 |f:0.1.2,3.4,6.7.8,14.15.16|. Procedure: To a solution of 0.685 g of the compound of Example 1 (1.95 mmol) in 18 ml of methanol there are added, at 0° C., 0.245 g of sodium cyanoborohydride, 0.56 ml of acetic acid and then, dropwise, 0.4 ml of 37% formaldehyde solution in water. After stirring for 4 hours, 2 ml of saturated aqueous potassium carbonate solution are added. After evaporating off the solvents and then diluting with water, the mixture is extracted with ethyl acetate, dried (MgSO4) and evaporated. The residue obtained is pur... The reactants are F[B-](F)(F)F, CC(=O)C1=C(C)Nc2cc[nH]c(=O)c2C1c1ccc(C#N)cc1Cl, CC[O+](CC)CC, CO, ClCCl, O. Product: CCOc1nccc2c1C(c1ccc(C#N)cc1Cl)C(C(C)=O)=C(C)N2. As a reaction SMILES: [B-:28]([F:29])([F:30])([F:31])[F:32].[C:1]([CH3:2])(=[O:3])[C:4]1=[C:5]([CH3:24])[NH:6][c:7]2[cH:8][cH:9][nH:10][c:11](=[O:23])[c:12]2[CH:13]1[c:14]1[c:15]([Cl:22])[cH:16][c:17]([C:18]#[N:19])[cH:20][cH:21]1.[CH2:33]([CH3:34])[O+:35]([CH2:36][CH3:37])[CH2:38][CH3:39].[CH3:40][OH:41].[Cl:25][CH2:26][Cl:27].[OH2:42]>>[C:1]([CH3:2])(=[O:3])[C:4]1=[C:5]([CH3:24])[NH:6][c:7]2[cH:8][cH:9][n:10][c:11]([O:23][CH2:33][CH3:34])[c:12]2[CH:13]1[c:14]1[c:15]([Cl:22])[cH:16][c:17]([C:18]#[N:19])[cH:20][cH:21]1. Starting materials: CC(C)O, CCOC(=O)c1cc(Cl)ncn1, Cl, Nc1ccc2c(c1)CC1(C2)C(=O)Nc2ncccc21. Yields the product CCOC(=O)c1cc(Nc2ccc3c(c2)CC2(C3)C(=O)Nc3ncccc32)ncn1. RXN SMILES: [CH3:33][CH:34]([OH:35])[CH3:36].[Cl:1][c:2]1[cH:3][c:4]([C:8](=[O:9])[O:10][CH2:11][CH3:12])[n:5][cH:6][n:7]1.[ClH:13].[NH2:14][c:15]1[cH:16][c:17]2[c:21]([cH:22][cH:23]1)[CH2:20][C:19]1([CH2:18]2)[C:24](=[O:32])[NH:25][c:26]2[n:27][cH:28][cH:29][cH:30][c:31]21>>[c:2]1([NH:14][c:15]2[cH:16][c:17]3[c:21]([cH:22][cH:23]2)[CH2:20][C:19]2([CH2:18]3)[C:24](=[O:32])[NH:25][c:26]3[n:27][cH:28][cH:29][cH:30][c:31]32)[cH:3][c:4]([C:8](=[O:9])[O:10][CH2:11][CH3:12])[n:5][cH:6][n:7]1. Reactants: BrC1=C(C(=O)O)C=C(C(=C1)F)S(=O)(=O)C (2-bromo-4-fluoro-5-methylsulphonylbenzoic acid), CI (methyl iodide), C([O-])([O-])=O.[K+].[K+] (potassium carbonate). The solvent is CN(C)C=O (DMF). Yields the product BrC1=C(C(=O)OC)C=C(C(=C1)F)S(=O)(=O)C (Methyl 2-bromo-4-fluoro-5-methylsulphonylbenzoate). As a reaction SMILES: [Br:1][C:2]1[CH:10]=[C:9]([F:11])[C:8]([S:12]([CH3:15])(=[O:14])=[O:13])=[CH:7][C:3]=1[C:4]([OH:6])=[O:5].CI.[C:18](=O)([O-])[O-].[K+].[K+]>CN(C=O)C>[Br:1][C:2]1[CH:10]=[C:9]([F:11])[C:8]([S:12]([CH3:15])(=[O:14])=[O:13])=[CH:7][C:3]=1[C:4]([O:6][CH3:18])=[O:5] |f:2.3.4|. Procedure: 5.8 g of 2-bromo-4-fluoro-5-methylsulphonylbenzoic acid are stirred, at room temperature for 12 h, in 20 ml of DMF together with 3.7 ml of methyl iodide and 8.3 g of potassium carbonate. The reaction mixture is then concentrated and 50 ml of water are added to it. The resulting precipitate is filtered off with suction and dried. Methyl 2-bromo-4-fluoro-5-methylsulphonylbenzoate is obtained, m.p. 126°. Starting materials: NC1=CC=C(C=C1)S(=O)(=O)NC1=NC(=NC(=C1)Cl)NC (4-amino-N-(6-chloro-2-methylamino-pyrimidin-4-yl)-benzenesulfonamide), C(C)N (ethylamine). The solvent is C(C)O (ethanol), C(C)O (ethanol). Product: NC1=CC=C(C=C1)S(=O)(=O)NC1=NC(=NC(=C1)NCC)NC (4-amino-N-(6-ethylamino-2-methylamino-pyrimidin-4-yl)-benzenesulfonamide). The yield is 55.8%. Reaction SMILES: [NH2:1][C:2]1[CH:7]=[CH:6][C:5]([S:8]([NH:11][C:12]2[CH:17]=[C:16](Cl)[N:15]=[C:14]([NH:19][CH3:20])[N:13]=2)(=[O:10])=[O:9])=[CH:4][CH:3]=1.[CH2:21]([NH2:23])[CH3:22]>C(O)C>[NH2:1][C:2]1[CH:7]=[CH:6][C:5]([S:8]([NH:11][C:12]2[CH:17]=[C:16]([NH:23][CH2:21][CH3:22])[N:15]=[C:14]([NH:19][CH3:20])[N:13]=2)(=[O:10])=[O:9])=[CH:4][CH:3]=1. Reported procedure: 0.314 g (0.001 mol) of 4-amino-N-(6-chloro-2-methylamino-pyrimidin-4-yl)-benzenesulfonamide and 6.6 ml (0.1 mol) of ethylamine were stirred in 15 ml of ethanol in an autoclave at 130° C. for 3 hours. The reaction mixture was freed from solvent, the residue was suspended in 8 ml of ethanol and treated in an ultra-sound bath for 15 minutes. The precipitate was filtered off, dissolved in 10 ml of 0.1N NaOH and filtered. The filtrate was adjusted to pH 6 with 01N HCl. The precipitate was filtered of... The reactants are COC(=O)c1cnc2snnc2c1, [Na+], C1CCOC1, [OH-]. Yields the product O=C(O)c1cnc2snnc2c1. As a reaction SMILES: [CH3:1][O:2][C:3](=[O:4])[c:5]1[cH:6][c:7]2[c:8]([n:9][cH:10]1)[s:11][n:12][n:13]2.[Na+:15].[O:16]1[CH2:17][CH2:18][CH2:19][CH2:20]1.[OH-:14]>>[O:2]=[C:3]([OH:4])[c:5]1[cH:6][c:7]2[c:8]([n:9][cH:10]1)[s:11][n:12][n:13]2.